Dataset: the Open Reaction Database (ORD), a public repository of structured organic reaction records. Task: describe an organic reaction: reactants, conditions, products, and yield Starting materials: C(C)N1CCC(CC1)N(C=1C(=NC2=CC=C(C=C2N1)C(=O)OC)C1=CC=C(C=C1)F)C (methyl 3-[(1-ethylpiperidin-4-yl)(methyl)amino]-2-(4-fluorophenyl)quinoxaline-6-carboxylate), [OH-].[Na+] (sodium hydroxide). Run in CO (methanol). Run at time 8 hour. Product: C(C)N1CCC(CC1)N(C=1C(=NC2=CC=C(C=C2N1)C(=O)O)C1=CC=C(C=C1)F)C (3-[(1-ethylpiperidin-4-yl)(methyl)amino]-2-(4-fluorophenyl)quinoxaline-6-carboxylic acid). The yield is 71.8%. Reaction SMILES: [CH2:1]([N:3]1[CH2:8][CH2:7][CH:6]([N:9]([CH3:31])[C:10]2[C:11]([C:24]3[CH:29]=[CH:28][C:27]([F:30])=[CH:26][CH:25]=3)=[N:12][C:13]3[C:18]([N:19]=2)=[CH:17][C:16]([C:20]([O:22]C)=[O:21])=[CH:15][CH:14]=3)[CH2:5][CH2:4]1)[CH3:2].[OH-].[Na+]>CO>[CH2:1]([N:3]1[CH2:8][CH2:7][CH:6]([N:9]([CH3:31])[C:10]2[C:11]([C:24]3[CH:25]=[CH:26][C:27]([F:30])=[CH:28][CH:29]=3)=[N:12][C:13]3[C:18]([N:19]=2)=[CH:17][C:16]([C:20]([OH:22])=[O:21])=[CH:15][CH:14]=3)[CH2:5][CH2:4]1)[CH3:2] |f:1.2|. Reported procedure: To a solution of methyl 3-[(1-ethylpiperidin-4-yl)(methyl)amino]-2-(4-fluorophenyl)quinoxaline-6-carboxylate (53 mg, 0.12 mmol) in methanol (30 mL) was added sodium hydroxide (26.5 mg, 0.66 mmol), and the resulting mixture was stirred overnight at room temperature. The reaction mixture was concentrated in vacuo, dissolved in water (10 mL), and adjusted to pH 5 with HCl (3N) to give the precipitate, which was collected by filtration to afford 3-[(1-ethylpiperidin-4-yl)(methyl)amino]-2-(4-fluoroph...